Dataset: the Open Reaction Database (ORD), a public repository of structured organic reaction records. Task: describe an organic reaction: reactants, conditions, products, and yield Reactants: CC=1C(=NC=CC1)CCC1=CC(=C(C=C1)NC(C)=O)[N+](=O)[O-] (3-methyl-2-[2-(4-acetamido-3-nitrophenyl)ethyl]pyridine). Run in C(C)O (ethanol), Cl (hydrochloric acid). Yields the product CC=1C(=NC=CC1)CCC1=CC(=C(C=C1)N)[N+](=O)[O-] (3-methyl-2-[2-(4-amino-3-nitrophenyl)ethyl]pyridine). The yield is 90.2%. As a reaction SMILES: [CH3:1][C:2]1[C:3]([CH2:8][CH2:9][C:10]2[CH:15]=[CH:14][C:13]([NH:16]C(=O)C)=[C:12]([N+:20]([O-:22])=[O:21])[CH:11]=2)=[N:4][CH:5]=[CH:6][CH:7]=1>C(O)C.Cl>[CH3:1][C:2]1[C:3]([CH2:8][CH2:9][C:10]2[CH:15]=[CH:14][C:13]([NH2:16])=[C:12]([N+:20]([O-:22])=[O:21])[CH:11]=2)=[N:4][CH:5]=[CH:6][CH:7]=1. Reported procedure: A mixture of 3-methyl-2-[2-(4-acetamido-3-nitrophenyl)ethyl]pyridine (12.0 g) in ethanol (100 ml) and 17% hydrochloric acid (100 ml) was heated at 80° to 85° C. for 6 hours. The reaction mixture was evaporated in vacuo and the residue was dissolved in water. The resultant solution was adjusted to pH 8.0 with aqueous 20% potassium carbonate and extracted with a mixture of ethyl acetate and tetrahydrofuran. The extract was washed with brine and dried over magnesium sulfate. The solvent was evapora... Reactants: CCO, N#C[Na], ClCc1cccc(Oc2ccccc2)c1, O. The product is N#CCc1cccc(Oc2ccccc2)c1. Reaction SMILES: [CH2:16]([OH:17])[CH3:18].[Na:19][C:20]#[N:21].[O:1]([c:2]1[cH:3][cH:4][cH:5][cH:6][cH:7]1)[c:8]1[cH:9][c:10]([CH2:11][Cl:12])[cH:13][cH:14][cH:15]1.[OH2:22]>>[O:1]([c:2]1[cH:3][cH:4][cH:5][cH:6][cH:7]1)[c:8]1[cH:9][c:10]([CH2:11][C:20]#[N:21])[cH:13][cH:14][cH:15]1. Reactants: COC(CC1=C(NC2=NC=CC=C21)C)=O ((2-methyl-1H-pyrrolo[2,3-b]pyridin-3-yl)-acetic acid methyl ester), C(#N)C1=C(C=C(C=C1)S(=O)(=O)Cl)OCC (4-cyano-3-ethoxy-benzenesulfonyl chloride), [H-].[Na+] (sodium hydride). The solvent is C1CCOC1.CN(C)C=O (THF DMF), C1CCOC1 (THF), C1CCOC1 (THF). Reaction conditions: temperature 0 celsius, time 1 hour. The product is COC(CC1=C(N(C2=NC=CC=C21)S(=O)(=O)C2=CC(=C(C=C2)C#N)OCC)C)=O ([1-(4-Cyano-3-ethoxy-benzenesulfonyl)-2-methyl-1H-pyrrolo[2,3-b]pyridin-3-yl]-acetic acid methyl ester). Reaction SMILES: [H-].[Na+].[CH3:3][O:4][C:5](=[O:17])[CH2:6][C:7]1[C:15]2[C:10](=[N:11][CH:12]=[CH:13][CH:14]=2)[NH:9][C:8]=1[CH3:16].[C:18]([C:20]1[CH:25]=[CH:24][C:23]([S:26](Cl)(=[O:28])=[O:27])=[CH:22][C:21]=1[O:30][CH2:31][CH3:32])#[N:19]>C1COCC1.C1COCC1.CN(C=O)C>[CH3:3][O:4][C:5](=[O:17])[CH2:6][C:7]1[C:15]2[C:10](=[N:11][CH:12]=[CH:13][CH:14]=2)[N:9]([S:26]([C:23]2[CH:24]=[CH:25][C:20]([C:18]#[N:19])=[C:21]([O:30][CH2:31][CH3:32])[CH:22]=2)(=[O:28])=[O:27])[C:8]=1[CH3:16] |f:0.1,5.6|. Procedure details: To a stirred, ice-cooled (0° C.) suspension of sodium hydride (26.3 mg of a 60% dispersion in mineral oil, 0.686 mmol) in dry THF (10 ml) under an inert atmosphere of Argon is added dropwise (2-methyl-1H-pyrrolo[2,3-b]pyridin-3-yl)-acetic acid methyl ester ((0.1 g, 0.49 mmol) in THF/DMF (4 ml of a 3:1 mixture). The reaction mixture is stirred at 0° C. for 1 hour and then treated with 4-cyano-3-ethoxy-benzenesulfonyl chloride (168 mg, 0.686 mmol) in dry THF (1 ml). Stirring continued at 0° C. for... Reactants: C(#N)CC(=O)OC (methyl cyanoacetate), C(=O)(O)CC1=C(SC(=C1)C1=CC=CC=C1)NC(=O)C1CCCCC1 (N-(3-Carboxymethyl-5-phenyl-2-thienyl) cyclohexane carboxamide), NC=1SC(=CC1C(=O)OC)C1=CC=CC=C1 (Methyl 2-amino-5-phenyl-thiophene-3-carboxylate), C(C1=CC=CC=C1)(=O)Cl (benzoyl chloride). Solvent: CN(P(=O)(N(C)C)N(C)C)C (hexamethyl phosphoramide), O (water). Run at time 8 hour. Product: C(=O)(O)CC1=C(SC(=C1)C1=CC=CC=C1)NC(C1=CC=CC=C1)=O (N-(3-Carboxymethyl-5-phenyl-2-thienyl)-benzamide). RXN SMILES: NC1SC(C2C=CC=CC=2)=CC=1C(OC)=O.C(CC(OC)=O)#N.C(Cl)(=O)C1C=CC=CC=1.[C:33]([CH2:36][C:37]1[CH:41]=[C:40]([C:42]2[CH:47]=[CH:46][CH:45]=[CH:44][CH:43]=2)[S:39][C:38]=1[NH:48][C:49]([CH:51]1[CH2:56][CH2:55][CH2:54][CH2:53][CH2:52]1)=[O:50])([OH:35])=[O:34]>CN(C)P(N(C)C)(N(C)C)=O.O>[C:33]([CH2:36][C:37]1[CH:41]=[C:40]([C:42]2[CH:47]=[CH:46][CH:45]=[CH:44][CH:43]=2)[S:39][C:38]=1[NH:48][C:49](=[O:50])[C:51]1[CH:56]=[CH:55][CH:54]=[CH:53][CH:52]=1)([OH:35])=[O:34]. Procedure details: Methyl 2-amino-5-phenyl-thiophene-3-carboxylate (1.3 g, 0.0055 mole) in hexamethyl phosphoramide (prepared by the method of Chemische Berichte, 99, 94 (1966) but using methyl cyanoacetate in place of ethyl cyanoacetate) (20 ml.) was stirred and treated with benzoyl chloride (1.56 g, 1.28 ml, 0.011 mole). The solution was stirred for 2 hours, poured into water (750 ml), stored overnight and the title compound filtered off (1.31 g) m.p. 190° C. Similarly prepared was: N-(3-Carboxymethyl-5-phenyl-2... Procedure details: 1,2,3,6-Tetrahydro-4-phenylpyridine (410 mg, 2.6 mmol), benzaldehyde (300 mg, 2.9 mmol), sodium triacetoxyborate (1.1 g, 5.2 mmol) and acetic acid (1.5 ml, 26 mmol) were stirred in dichloroethane at a room temperature for 14 hours. To the reaction solution was added ethyl acetate, and the resulting solution was washed with sodium hydroxide aqueous solution (1 N) and saturated brine and dried with anhydrous sodium sulfate. Then the solvent was evaporated under a reduced pressure. Thereafter, the ... As a reaction SMILES: [C:1]1([C:7]2[CH2:8][CH2:9][NH:10][CH2:11][CH:12]=2)[CH:6]=[CH:5][CH:4]=[CH:3][CH:2]=1.[CH:13](=O)[C:14]1[CH:19]=[CH:18][CH:17]=[CH:16][CH:15]=1.C(O)(=O)C.C(OCC)(=O)C>ClC(Cl)C>[CH2:13]([N:10]1[CH2:9][CH:8]=[C:7]([C:1]2[CH:6]=[CH:5][CH:4]=[CH:3][CH:2]=2)[CH2:12][CH2:11]1)[C:14]1[CH:19]=[CH:18][CH:17]=[CH:16][CH:15]=1. The product is C(C1=CC=CC=C1)N1CCC(=CC1)C1=CC=CC=C1 (1-Benzyl-4-phenyl-1,2,3,6-tetrahydropyridine). Reactants: C1(=CC=CC=C1)C=1CCNCC1 (1,2,3,6-Tetrahydro-4-phenylpyridine), C(C1=CC=CC=C1)=O (benzaldehyde), sodium triacetoxyborate, C(C)(=O)O (acetic acid), C(C)(=O)OCC (ethyl acetate). Isolated yield 50.0%. Solvent: ClC(C)Cl (dichloroethane). Reactants: C(C1=CC=CC=C1)(C1=CC=CC=C1)(C1=CC=CC=C1)NC=1SC=C(N1)/C(/C(=O)Cl)=N/OC(C1=CC=CC=C1)(C1=CC=CC=C1)C1=CC=CC=C1 (2-(2-tritylaminothiazol-4-yl)-2-(Z)-trityloxyiminoacetyl chloride), C1CCC2=NCCCN2CC1 (DBU), NC1[C@@H]2N(C(=C(CS2)COC)C(=O)O)C1=O (7-amino-3-methoxymethyl-3-cephem-4-carboxylic acid), CC(C(=O)OC(C)I)(C)C (1-iodoethyl 2,2-dimethylpropionate). The solvent is C(Cl)Cl (methylene chloride), C(Cl)Cl (methylene chloride). Reaction conditions: temperature 0 celsius, time 30 minute. The product is COCC=1CS[C@H]2N(C1C(=O)OC(C)OC(C(C)(C)C)=O)C(C2NC(\C(=N/OC(C2=CC=CC=C2)(C2=CC=CC=C2)C2=CC=CC=C2)\C=2N=C(SC2)NC(C2=CC=CC=C2)(C2=CC=CC=C2)C2=CC=CC=C2)=O)=O (1-(2,2-Dimethylpropionyloxy)ethyl 3-methoxymethyl-7-[2-(2-tritylaminothiazol-4-yl)-2-(Z)-trityloxyiminoacetamido]-3-cephem-4-carboxylate). Reaction SMILES: C1CCN2C(=NCCC2)CC1.[NH2:12][CH:13]1[C:26](=[O:27])[N:15]2[C:16]([C:23]([OH:25])=[O:24])=[C:17]([CH2:20][O:21][CH3:22])[CH2:18][S:19][C@H:14]12.[CH3:28][C:29]([CH3:37])([CH3:36])[C:30]([O:32][CH:33](I)[CH3:34])=[O:31].[C:38]([NH:57][C:58]1[S:59][CH:60]=[C:61](/[C:63](=[N:67]/[O:68][C:69]([C:82]2[CH:87]=[CH:86][CH:85]=[CH:84][CH:83]=2)([C:76]2[CH:81]=[CH:80][CH:79]=[CH:78][CH:77]=2)[C:70]2[CH:75]=[CH:74][CH:73]=[CH:72][CH:71]=2)/[C:64](Cl)=[O:65])[N:62]=1)([C:51]1[CH:56]=[CH:55][CH:54]=[CH:53][CH:52]=1)([C:45]1[CH:50]=[CH:49][CH:48]=[CH:47][CH:46]=1)[C:39]1[CH:44]=[CH:43][CH:42]=[CH:41][CH:40]=1>C(Cl)Cl>[CH3:22][O:21][CH2:20][C:17]1[CH2:18][S:19][C@@H:14]2[CH:13]([NH:12][C:64](=[O:65])/[C:63](/[C:61]3[N:62]=[C:58]([NH:57][C:38]([C:51]4[CH:56]=[CH:55][CH:54]=[CH:53][CH:52]=4)([C:45]4[CH:46]=[CH:47][CH:48]=[CH:49][CH:50]=4)[C:39]4[CH:40]=[CH:41][CH:42]=[CH:43][CH:44]=4)[S:59][CH:60]=3)=[N:67]\[O:68][C:69]([C:82]3[CH:87]=[CH:86][CH:85]=[CH:84][CH:83]=3)([C:76]3[CH:77]=[CH:78][CH:79]=[CH:80][CH:81]=3)[C:70]3[CH:71]=[CH:72][CH:73]=[CH:74][CH:75]=3)[C:26](=[O:27])[N:15]2[C:16]=1[C:23]([O:25][CH:33]([O:32][C:30](=[O:31])[C:29]([CH3:37])([CH3:36])[CH3:28])[CH3:34])=[O:24]. Procedure details: 9.5 ml (64 mmol) of DBU are slowly added to a suspension of 14.0 g (57 mmol) of 7-amino-3-methoxymethyl-3-cephem-4-carboxylic acid in 160 ml of anhydrous methylene chloride at 0° C. and the mixture is subsequently stirred at 0° C. for 30 minutes. 20.8 g (81 mmol) of 1-iodoethyl 2,2-dimethylpropionate are then added and the mixture is stirred at 0° C. for a further 30 minutes and then allowed to warm to room temperature in the course of 30 minutes. After renewed cooling to 0° C., the crude 2-(2-t... Starting materials: CON=C(C(=O)OC)c1nsc(NC(=O)c2ccccc2)n1, Cl, [Na+], [OH-], O. Product: CON=C(C(=O)O)c1nsc(NC(=O)c2ccccc2)n1. Reaction SMILES: [C:1]([c:2]1[cH:3][cH:4][cH:5][cH:6][cH:7]1)(=[O:8])[NH:9][c:10]1[n:11][c:12]([C:15]([C:16](=[O:17])[O:18][CH3:19])=[N:20][O:21][CH3:22])[n:13][s:14]1.[ClH:25].[Na+:24].[OH-:23].[OH2:26]>>[C:1]([c:2]1[cH:3][cH:4][cH:5][cH:6][cH:7]1)(=[O:8])[NH:9][c:10]1[n:11][c:12]([C:15]([C:16](=[O:17])[OH:18])=[N:20][O:21][CH3:22])[n:13][s:14]1.